Dataset: the Open Reaction Database (ORD), a public repository of structured organic reaction records. Task: describe an organic reaction: reactants, conditions, products, and yield The reactants are NC=1C=2N(C=CN1)C(=NC2C2=CC(=CC=C2)OCC2=CC=CC=C2)C=2C=C(CN1C(C3=CC=CC=C3C1=O)=O)C=CC2 (2-{3-[8-amino-1-(3-benzyloxyphenyl)-imidazo[1,5-a]pyrazin-3-yl]-benzyl}-isoindole-1,3-dione), N2H4, N2H4. Run in C(Cl)Cl (CH2Cl2), C(Cl)Cl (CH2Cl2). Reaction conditions: time 17 hour. The product is NCC=1C=C(C=CC1)C1=NC(=C2N1C=CN=C2N)C2=CC(=CC=C2)OCC2=CC=CC=C2 (3-(3-Aminomethylphenyl)-1-(3-benzyloxyphenyl)-imidazo[1,5-a]pyrazin-8-ylamine). The yield is 42.9%. Reaction SMILES: [NH2:1][C:2]1[C:3]2[N:4]([C:8]([C:25]3[CH:26]=[C:27]([CH:40]=[CH:41][CH:42]=3)[CH2:28][N:29]3C(=O)C4C(=CC=CC=4)C3=O)=[N:9][C:10]=2[C:11]2[CH:16]=[CH:15][CH:14]=[C:13]([O:17][CH2:18][C:19]3[CH:24]=[CH:23][CH:22]=[CH:21][CH:20]=3)[CH:12]=2)[CH:5]=[CH:6][N:7]=1>C(Cl)Cl>[NH2:29][CH2:28][C:27]1[CH:26]=[C:25]([C:8]2[N:4]3[CH:5]=[CH:6][N:7]=[C:2]([NH2:1])[C:3]3=[C:10]([C:11]3[CH:16]=[CH:15][CH:14]=[C:13]([O:17][CH2:18][C:19]4[CH:20]=[CH:21][CH:22]=[CH:23][CH:24]=4)[CH:12]=3)[N:9]=2)[CH:42]=[CH:41][CH:40]=1. Reported procedure: To a solution of 2-{3-[8-amino-1-(3-benzyloxyphenyl)-imidazo[1,5-a]pyrazin-3-yl]-benzyl}-isoindole-1,3-dione (328 mg, 0.594 mmol) in CH2Cl2 (4 mL), N2H4 (56 μL, 57 mg, 1.78 mmol) was added and the reaction was vortexed at rt for 17 h, under N2 atmosphere. Additional N2H4 (40 μL, 41 mg, 1.27 mmol) and CH2Cl2 (10 mL) were added and vortexing was continued for 3 d. The suspension was filtered, the solid was washed extensively with CH2Cl2, and the filtrate was concentrated in vacuo. The crude materi... Reactants: ClC1=CC=C(C=C1)C=1C2=C(C3=C(CN1)ON=C3C)C=CN=C2OC (6-(4-chlorophenyl)-7-methoxy-1-methyl-4H-isoxazolo[5,4-c]pyrido[4,3-e]azepine), ClC1=CC=C(C=C1)C=1C2=C(C3=C(CN1)ON=C3C)C=CN=C2OC (6-(4-chlorophenyl)-7-methoxy-1-methyl-4H-isoxazolo[5,4-c]pyrido[4,3-e]azepine), C1(=CC=CC=C1)O (phenol). The product is ClC1=CC=C(C=C1)C=1C2=C(C3=C(CN1)ON=C3C)C=CN=C2OC2=CC=CC=C2 (6-(4-Chlorophenyl)-1-methyl-7-phenoxy-4H-isoxazolo[5,4-c]pyrido[4,3-e]azepine). As a reaction SMILES: [Cl:1][C:2]1[CH:7]=[CH:6][C:5]([C:8]2[C:9]3[C:22]([O:23][CH3:24])=[N:21][CH:20]=[CH:19][C:10]=3[C:11]3[C:17]([CH3:18])=[N:16][O:15][C:12]=3[CH2:13][N:14]=2)=[CH:4][CH:3]=1.[C:25]1(O)[CH:30]=[CH:29]C=[CH:27][CH:26]=1>>[Cl:1][C:2]1[CH:7]=[CH:6][C:5]([C:8]2[C:9]3[C:22]([O:23][C:24]4[CH:29]=[CH:30][CH:25]=[CH:26][CH:27]=4)=[N:21][CH:20]=[CH:19][C:10]=3[C:11]3[C:17]([CH3:18])=[N:16][O:15][C:12]=3[CH2:13][N:14]=2)=[CH:4][CH:3]=1. Procedure: A procedure similar to 6-(4-chlorophenyl)-7-methoxy-1-methyl-4H-isoxazolo[5,4-c]pyrido[4,3-e]azepine (Compound 170) was followed, except that phenol was used instead of methanol. LC/MS m/z 402 [M+H]+; 1H NMR (400 MHz, DMSO-d6) δ 8.33 (d, J=5.40 Hz, 1H), 7.56 (d, J=5.40 Hz, 1H), 7.41 (s, 4H), 7.31 (tt, J=2.20, 8.00 Hz, 2H), 7.14 (tt, J=1.40, 7.50 Hz, 1H), 6.79 (d, J=8.00 Hz, 2H), 5.31 (d, J=13.3 Hz, 1H), 4.25 (d, J=13.29 Hz, 1H), 2.58 (s, 3H). The reactants are CCCCCC (hexane), [O-]CC.[Na+] (sodium ethoxide), ClC=1SC2=C(N1)C=CC=C2 (2-chlorobenzothiazole). The solvent is C(C)O (ethanol), C(C)O (ethanol). Run at temperature 25 celsius. Product: C(C)OC=1SC2=C(N1)C=CC=C2 (2-ethoxybenzothiazole). RXN SMILES: CCCCCC.[O-:7][CH2:8][CH3:9].[Na+].Cl[C:12]1[S:13][C:14]2[CH:20]=[CH:19][CH:18]=[CH:17][C:15]=2[N:16]=1>C(O)C>[CH2:8]([O:7][C:12]1[S:13][C:14]2[CH:20]=[CH:19][CH:18]=[CH:17][C:15]=2[N:16]=1)[CH3:9] |f:1.2|. Procedure details: Exactly 5.8 g of hexane-wet sodium spheres (0.02 mole) was carefully dissolved in 100 ml of anhydrous ethanol. To the resulting cooled sodium ethoxide solution, stirring at 25° C. under nitrogen, was added a solution of 33.8 g (0.2 mole) of 2-chlorobenzothiazole in 100 ml of ethanol over a seven minute interval. There was a strong exotherm during this addition. The reaction mixture was heated to a reflux over 15 min and held at reflux for one hour. The apparatus was then fitted for downward dist... Reactants: [Si](C1=CC=CC=C1)(C1=CC=CC=C1)(C(C)(C)C)OCC1=CC=C(C(=C1N1C[C@H](O[C@H](C1)C)C)F)F ((2R,6S)-4-[6-({[tert-Butyl(diphenyl)silyl]oxy}methyl)-2,3-difluorophenyl]-2,6-dimethylmorpholine), [Si](C1=CC=CC=C1)(C1=CC=CC=C1)(C(C)(C)C)OCC1=CC=C(C(=C1N1C[C@H](O[C@H](C1)C)C)F)F ((2R,6S)-4-[6-({[tert-Butyl(diphenyl)silyl]oxy}methyl)-2,3-difluorophenyl]-2,6-dimethylmorpholine), CON(C(C1=CC=NC=C1)=O)C (N-methoxy-N-methylisonicotinamide). Product: [Si](C1=CC=CC=C1)(C1=CC=CC=C1)(C(C)(C)C)OCC=1C(=C(C(=C(C1)C(=O)C1=CC=NC=C1)F)F)N1C[C@H](O[C@H](C1)C)C ((5-((tert-butyldiphenylsilyloxy)methyl)-4-((2R,6S)-2,6-dimethylmorpholino)-2,3-difluorophenyl)(pyridin-4-yl)methanone). RXN SMILES: [Si:1]([O:18][CH2:19][C:20]1[C:25]([N:26]2[CH2:31][C@H:30]([CH3:32])[O:29][C@H:28]([CH3:33])[CH2:27]2)=[C:24]([F:34])[C:23]([F:35])=[CH:22][CH:21]=1)([C:14]([CH3:17])([CH3:16])[CH3:15])([C:8]1[CH:13]=[CH:12][CH:11]=[CH:10][CH:9]=1)[C:2]1[CH:7]=[CH:6][CH:5]=[CH:4][CH:3]=1.CON(C)[C:39](=[O:46])[C:40]1[CH:45]=[CH:44][N:43]=[CH:42][CH:41]=1>>[Si:1]([O:18][CH2:19][C:20]1[C:25]([N:26]2[CH2:31][C@H:30]([CH3:32])[O:29][C@H:28]([CH3:33])[CH2:27]2)=[C:24]([F:34])[C:23]([F:35])=[C:22]([C:39]([C:40]2[CH:45]=[CH:44][N:43]=[CH:42][CH:41]=2)=[O:46])[CH:21]=1)([C:14]([CH3:16])([CH3:17])[CH3:15])([C:2]1[CH:7]=[CH:6][CH:5]=[CH:4][CH:3]=1)[C:8]1[CH:13]=[CH:12][CH:11]=[CH:10][CH:9]=1. Procedure: Starting materials: (2R,6S)-4-(6-((tert-butyldiphenylsilyloxy)methyl)-2,3-difluorophenyl)-2,6-dimethylmorpholine (Intermediate 3) and N-methoxy-N-methylisonicotinamide. Reactants: ClC=1C=C(C=CC1)C1=NC(=CC(=C1)NC1=CC=C(C=C1)CC(=O)OCC)C1CC1 (ethyl 2-(4-((2-(3-chlorophenyl)-6-cyclopropylpyridin-4-yl)amino)phenyl)acetate). Solvent: C1CCOC1 (THF). Reaction conditions: temperature 50 celsius, time 2.5 hour. Product: ClC=1C=C(C=CC1)C1=NC(=CC(=C1)NC1=CC=C(C=C1)CCO)C1CC1 (2-(4-((2-(3-chlorophenyl)-6-cyclopropylpyridin-4-yl)amino)phenyl)ethanol). Yield: 79.3%. As a reaction SMILES: [Cl:1][C:2]1[CH:3]=[C:4]([C:8]2[CH:13]=[C:12]([NH:14][C:15]3[CH:20]=[CH:19][C:18]([CH2:21][C:22](OCC)=[O:23])=[CH:17][CH:16]=3)[CH:11]=[C:10]([CH:27]3[CH2:29][CH2:28]3)[N:9]=2)[CH:5]=[CH:6][CH:7]=1>C1COCC1>[Cl:1][C:2]1[CH:3]=[C:4]([C:8]2[CH:13]=[C:12]([NH:14][C:15]3[CH:20]=[CH:19][C:18]([CH2:21][CH2:22][OH:23])=[CH:17][CH:16]=3)[CH:11]=[C:10]([CH:27]3[CH2:29][CH2:28]3)[N:9]=2)[CH:5]=[CH:6][CH:7]=1. Procedure details: A 25-mL round bottom flask was charged with ethyl 2-(4-((2-(3-chlorophenyl)-6-cyclopropylpyridin-4-yl)amino)phenyl)acetate (0.152 g, 0.37 mmol) and THF (6 mL) at rt. Borane-dimethylsulfide complex (0.106 mL, 1.12 mmol) was added and the resulting solution was stirred at 50° C. for 2.5 h until the starting material was consumed (monitored by LCMS analysis). The reaction was quenched with methanol then treated with 2N aqueous HCl (5 drops) and concentrated under reduced pressure. The residue was d...